This data is from the Open Reaction Database (ORD), a public repository of structured organic reaction records. The task is: describe an organic reaction: reactants, conditions, products, and yield Starting materials: [N+](=O)([O-])C1=CC=C(C=C1)C1=CC(C(=C(N1)C1=CC=C(C=C1)OC1=CC=CC=C1)C#N)=O (6-(4-nitrophenyl)-4-oxo-2-(4-phenoxyphenyl)-1,4-dihydropyridine-3-carbonitrile), P(=O)(Cl)(Cl)Cl (phosphoryl trichloride). Conditions: temperature 95 celsius. Yields the product ClC1=CC(=NC(=C1C#N)C1=CC=C(C=C1)OC1=CC=CC=C1)C1=CC=C(C=C1)[N+](=O)[O-] (4-chloro-6-(4-nitrophenyl)-2-(4-phenoxyphenyl)nicotinonitrile). Isolated yield 61.9%. RXN SMILES: [N+:1]([C:4]1[CH:9]=[CH:8][C:7]([C:10]2[NH:15][C:14]([C:16]3[CH:21]=[CH:20][C:19]([O:22][C:23]4[CH:28]=[CH:27][CH:26]=[CH:25][CH:24]=4)=[CH:18][CH:17]=3)=[C:13]([C:29]#[N:30])[C:12](=O)[CH:11]=2)=[CH:6][CH:5]=1)([O-:3])=[O:2].P(Cl)(Cl)([Cl:34])=O>>[Cl:34][C:12]1[C:13]([C:29]#[N:30])=[C:14]([C:16]2[CH:21]=[CH:20][C:19]([O:22][C:23]3[CH:28]=[CH:27][CH:26]=[CH:25][CH:24]=3)=[CH:18][CH:17]=2)[N:15]=[C:10]([C:7]2[CH:8]=[CH:9][C:4]([N+:1]([O-:3])=[O:2])=[CH:5][CH:6]=2)[CH:11]=1. Procedure: A mixture of 6-(4-nitrophenyl)-4-oxo-2-(4-phenoxyphenyl)-1,4-dihydropyridine-3-carbonitrile (211 mg, 0.515 mmol) and phosphoryl trichloride (1 mL, 10.92 mmol) was heated to 95° C. for 30 min, then concentrated. The residue was dissolved in dichloromethane (2 mL) and washed with saturated sodium bicarbonate. Silica gel chromatography, eluting with 0-100% ethyl acetate in hexanes, gave 4-chloro-6-(4-nitrophenyl)-2-(4-phenoxyphenyl)nicotinonitrile as white solid (136.3 mg, 62% yield). 1H NMR (400 M...